From a dataset of the Open Reaction Database (ORD), a public repository of structured organic reaction records. describe an organic reaction: reactants, conditions, products, and yield Run at time 2.5 hour. Solvent: O (water), C1CCOC1.C(C)O.O (THF ethanol water). Product: ClC1=CC=C(S1)C(=O)NC[C@@H](C(=O)N1CCC(CC1)C(=O)O)NS(=O)(=O)C1=C(C(=CC=C1)N1C(CCCC1)=O)OC(F)F (1-{(S)-3-[(5-Chloro-thiophene-2-carbonyl)-amino]-2-[2-difluoromethoxy-3-(2-oxo-piperidin-1-yl)-benzenesulfonylamino]-propionyl}-piperidine-4-carboxylic acid). As a reaction SMILES: C([O:3][C:4]([CH:6]1[CH2:11][CH2:10][N:9]([C:12](=[O:45])[C@@H:13]([NH:24][S:25]([C:28]2[CH:33]=[CH:32][CH:31]=[C:30]([N:34]3[CH2:39][CH2:38][CH2:37][CH2:36][C:35]3=[O:40])[C:29]=2[O:41][CH:42]([F:44])[F:43])(=[O:27])=[O:26])[CH2:14][NH:15][C:16]([C:18]2[S:19][C:20]([Cl:23])=[CH:21][CH:22]=2)=[O:17])[CH2:8][CH2:7]1)=[O:5])C.[Li+].[OH-].Cl>C1COCC1.C(O)C.O.O>[Cl:23][C:20]1[S:19][C:18]([C:16]([NH:15][CH2:14][C@H:13]([NH:24][S:25]([C:28]2[CH:33]=[CH:32][CH:31]=[C:30]([N:34]3[CH2:39][CH2:38][CH2:37][CH2:36][C:35]3=[O:40])[C:29]=2[O:41][CH:42]([F:44])[F:43])(=[O:26])=[O:27])[C:12]([N:9]2[CH2:8][CH2:7][CH:6]([C:4]([OH:5])=[O:3])[CH2:11][CH2:10]2)=[O:45])=[O:17])=[CH:22][CH:21]=1 |f:1.2,4.5.6|. The reactants are C(C)OC(=O)C1CCN(CC1)C([C@H](CNC(=O)C=1SC(=CC1)Cl)NS(=O)(=O)C1=C(C(=CC=C1)N1C(CCCC1)=O)OC(F)F)=O (1-{(S)-3-[(5-Chloro-thiophene-2-carbonyl)-amino]-2-[2-difluoromethoxy-3-(2-oxo-piperidin-1-yl)-benzenesulfonylamino]-propionyl}-piperidine-4-carboxylic acid ethyl ester), [Li+].[OH-] (LiOH), Cl (HCl). Procedure details: The ethyl ester (1-{(S)-3-[(5-Chloro-thiophene-2-carbonyl)-amino]-2-[2-difluoromethoxy-3-(2-oxo-piperidin-1-yl)-benzenesulfonylamino]-propionyl}-piperidine-4-carboxylic acid ethyl ester) from example 9 (128 mg, 0.185 mmol) was treated with LiOH (222 μl, 0.555 mmol, 2.5 N in water) in THF/ethanol/water (2 ml, 1 ml, 0.5 ml). After 2.5 h the reaction was brought to pH=1-2 using 2 N HCl and further diluted with 30 ml water. The product crystallized from the aq layer and can be separated by filtratio... The reactants are O=C[C@H](O)[C@@H](O)[C@H](O)[C@H](O)CO (glucose), OP(=O)(O)[O-].[K+] (KH2PO4), spore suspension, O=C[C@H](O)[C@@H](O)[C@H](O)[C@H](O)CO (glucose), OP(=O)(O)[O-].[K+] (KH2PO4), CC[C@H](C)C(=O)O[C@H]1CCC=C2[C@H]1[C@H]([C@H](C=C2)C)CC[C@H](C[C@H](CC(=O)O)O)O (compactin). The solvent is GL(10_glycerol—5_lactose). Run at time 36 hour. Product: CC[C@H](C)C(=O)O[C@H]1C[C@@H](C=C2[C@H]1[C@H]([C@H](C=C2)C)CC[C@H](C[C@H](CC(=O)O)O)O)O (Pravastatin). As a reaction SMILES: [O:1]=C[C@@H]([C@H]([C@@H]([C@@H](CO)O)O)O)O.OP([O-])(O)=O.[K+].[CH3:19][CH2:20][C@@H:21]([C:23]([O:25][C@@H:26]1[C@@H:31]2[C@@H:32]([CH2:37][CH2:38][C@@H:39]([OH:47])[CH2:40][C@@H:41]([OH:46])[CH2:42][C:43]([OH:45])=[O:44])[C@@H:33]([CH3:36])[CH:34]=[CH:35][C:30]2=[CH:29][CH2:28][CH2:27]1)=[O:24])[CH3:22]>>[CH3:19][CH2:20][C@@H:21]([C:23]([O:25][C@@H:26]1[C@@H:31]2[C@@H:32]([CH2:37][CH2:38][C@@H:39]([OH:47])[CH2:40][C@@H:41]([OH:46])[CH2:42][C:43]([OH:45])=[O:44])[C@@H:33]([CH3:36])[CH:34]=[CH:35][C:30]2=[CH:29][C@@H:28]([OH:1])[CH2:27]1)=[O:24])[CH3:22] |f:1.2|. Reported procedure: 1 ml of a spore suspension of YS-44442 (or YS-45494) stored in GL(10_glycerol—5_lactose) at −80_was opened in laminar flower and added into a 300 ml shake flask containing 20 ml of the seed medium (for every liter: glucose 10 g, peptone 2 g, soy protein 4 g and KH2PO4 1 g, pH 7.0÷0.2). The seed culture was incubated at 27_ for 24 to 48 hrs in a rotary shaker at 200 to 220 rpm (growth phase). Afterward, 1.5 to 2 ml of the seed culture was incubated into a 300 ml shake flask containing 20 ml of th... Reactants: C(C1=CC=CC=C1)OC(=O)N[C@@H](C(C)(C)C)C(=O)O (N-Benzyloxycarbonyl tert-leucine), Cl.CN (methylamine hydrochloride), Cl (HCl), ClC(=O)OCC (Ethyl chloroformate), CN1CCOCC1 (N-methylmorpholine). Run in C1CCOC1 (THF). Run at temperature -40 celsius, time 10 minute. Yields the product CNC([C@H](C(C)(C)C)NC(=O)OCC1=CC=CC=C1)=O (N-Methyl-2-(S)-benzyloxycarbonylamino-3.3-dimethyl-butanamide). Isolated yield 83.2%. As a reaction SMILES: [CH2:1]([O:8][C:9]([NH:11][C@H:12]([C:17]([OH:19])=O)[C:13]([CH3:16])([CH3:15])[CH3:14])=[O:10])[C:2]1[CH:7]=[CH:6][CH:5]=[CH:4][CH:3]=1.ClC(OCC)=O.[CH3:26][N:27]1CCOCC1.Cl.CN.Cl>C1COCC1>[CH3:26][NH:27][C:17](=[O:19])[C@@H:12]([NH:11][C:9]([O:8][CH2:1][C:2]1[CH:7]=[CH:6][CH:5]=[CH:4][CH:3]=1)=[O:10])[C:13]([CH3:16])([CH3:15])[CH3:14] |f:3.4|. Reported procedure: N-Benzyloxycarbonyl tert-leucine (24.7 mmol, 6.56 g) was taken up in dry THF (50 ml) and the solution cooled to -40° C. under a nitrogen atmosphere. Ethyl chloroformate (26 mmol, 2.84 g) was added and the solution left to stir for 10 min. N-methylmorpholine (52 mmol, 5.24 g) was added and the solution stirred for 50 min between -20° C. and -40° C. before adding neat methylamine hydrochloride (24.7 mmol, 1.67 g). The solution was allowed to warm to RT and stirred at this temperature for 18 hr. Th... Procedure details: (S)-1,5,10,10a-Tetrahydrothiazolo[3,4-b]isoquinoline-3-thione (38 g) is dissolved in methyl iodide (500 cc). After 15 hours at a temperature of about 20° C., the resulting crystals are filtered off, washed with diethyl ether (2×50 cc) and then dried at 20° C. under reduced pressure (1 mm Hg). (S)-3-Methylthio-1,5,10,10a-tetrahydrothiazolo[3,4-b]isoquinolinium iodide (61.5 g), which melts at 140°-150° C. with decomposition, is thus obtained. Product: [I-].CSC=1SC[C@H]2[N+]1CC=1C=CC=CC1C2 ((S)-3-Methylthio-1,5,10,10a-tetrahydrothiazolo[3,4-b]isoquinolinium iodide). Conditions: time 15 hour. Reaction SMILES: [CH2:1]1[C@H:13]2[N:4]([CH2:5][C:6]3[CH:7]=[CH:8][CH:9]=[CH:10][C:11]=3[CH2:12]2)[C:3](=[S:14])[S:2]1.[CH3:15][I:16]>>[I-:16].[CH3:15][S:14][C:3]1[S:2][CH2:1][C@@H:13]2[CH2:12][C:11]3[CH:10]=[CH:9][CH:8]=[CH:7][C:6]=3[CH2:5][N+:4]=12 |f:2.3|. Starting materials: C1SC(N2CC=3C=CC=CC3C[C@H]21)=S ((S)-1,5,10,10a-Tetrahydrothiazolo[3,4-b]isoquinoline-3-thione), CI (methyl iodide). Starting materials: CCOC(=O)CCC(Oc1cc(OCc2ccsc2)ccc1C#N)c1c(F)cccc1Cl, C1CCCCC1, CO, CCOC(C)=O, Cl, [Na+], [OH-]. Product: N#Cc1ccc(OCc2ccsc2)cc1OC(CCC(=O)O)c1c(F)cccc1Cl. As a reaction SMILES: [C:1](#[N:2])[c:3]1[c:4]([O:5][CH:6]([CH2:7][CH2:8][C:9](=[O:10])[O:11][CH2:12][CH3:13])[c:14]2[c:15]([Cl:21])[cH:16][cH:17][cH:18][c:19]2[F:20])[cH:22][c:23]([O:26][CH2:27][c:28]2[cH:29][s:30][cH:31][cH:32]2)[cH:24][cH:25]1.[CH2:36]1[CH2:37][CH2:38][CH2:39][CH2:40][CH2:41]1.[CH3:42][OH:43].[CH3:44][CH2:45][O:46][C:47](=[O:48])[CH3:49].[ClH:35].[Na+:34].[OH-:33]>>[C:1](#[N:2])[c:3]1[c:4]([O:5][CH:6]([CH2:7][CH2:8][C:9](=[O:10])[OH:11])[c:14]2[c:15]([Cl:21])[cH:16][cH:17][cH:18][c:19]2[F:20])[cH:22][c:23]([O:26][CH2:27][c:28]2[cH:29][s:30][cH:31][cH:32]2)[cH:24][cH:25]1. The reactants are C(C)(C)(C)OC(=O)N1[C@@H](CC(C1)=NOC)C(=O)O ((2S,4EZ)-1-(tert-butoxycarbonyl)-4-(methoxyimino)-2-pyrrolidinecarboxylic acid), CC1=C(C=CC=C1)C1=CC=C(C=C1)C(=O)O (2′-methyl[1,1′-biphenyl]-4-carboxylic acid), N[C@H]([C@@H](O)C1=CC=C(C=C1)[N+](=O)[O-])CO ((1S,2S)-2-amino-1-(4-nitrophenyl)-1,3-propanediol). RXN SMILES: C(O[C:6]([N:8]1[CH2:12][C:11](=[N:13][O:14][CH3:15])[CH2:10][C@H:9]1[C:16]([OH:18])=O)=[O:7])(C)(C)C.[CH3:19][C:20]1[CH:25]=[CH:24][CH:23]=[CH:22][C:21]=1[C:26]1[CH:31]=[CH:30][C:29](C(O)=O)=[CH:28][CH:27]=1.[NH2:35][C@@H:36]([CH2:48][OH:49])[C@H:37]([C:39]1[CH:44]=[CH:43][C:42]([N+:45]([O-:47])=[O:46])=[CH:41][CH:40]=1)[OH:38]>>[OH:38][C@@H:37]([C:39]1[CH:44]=[CH:43][C:42]([N+:45]([O-:47])=[O:46])=[CH:41][CH:40]=1)[C@@H:36]([NH:35][C:16]([C@@H:9]1[CH2:10][C:11](=[N:13][O:14][CH3:15])[CH2:12][N:8]1[C:6]([C:29]1[CH:28]=[CH:27][C:26]([C:21]2[CH:22]=[CH:23][CH:24]=[CH:25][C:20]=2[CH3:19])=[CH:31][CH:30]=1)=[O:7])=[O:18])[CH2:48][OH:49]. Procedure: Following the general method as outlined in Example 22, starting from (2S,4EZ)-1-(tert-butoxycarbonyl)-4-(methoxyimino)-2-pyrrolidinecarboxylic acid, 2′-methyl[1,1′-biphenyl]-4-carboxylic acid, and (1S,2S)-2-amino-1-(4-nitrophenyl)-1,3-propanediol, the title compound was obtained in 74% purity by HPLC. MS(ESI+): m/z=547. Yields the product O[C@H]([C@H](CO)NC(=O)[C@H]1N(CC(C1)=NOC)C(=O)C1=CC=C(C=C1)C1=C(C=CC=C1)C)C1=CC=C(C=C1)[N+](=O)[O-] ((2S,4EZ)-N-[(1S,2S)-2-hydroxy-1-(hydroxymethyl)-2-(4-nitrophenyl)ethyl]-4-(methoxyimino)-1-[(2′-methyl[1,1′-biphenyl]-4-yl)carbonyl]-2-pyrrolidinecarboxamide).